This data is from the Open Reaction Database (ORD), a public repository of structured organic reaction records. The task is: describe an organic reaction: reactants, conditions, products, and yield The reactants are O=C1CCN(c2ccc(C=C3SC(=O)NC3=O)cc2F)CC1, NCC(O)COc1cccc2[nH]c(=O)[nH]c12. Yields the product O=C1NC(=O)C(=Cc2ccc(N3CCC(NCC(O)COc4cccc5[nH]c(=O)[nH]c45)CC3)c(F)c2)S1. RXN SMILES: [F:17][c:18]1[cH:19][c:20]([CH:21]=[C:22]2[C:23](=[O:28])[NH:24][C:25](=[O:27])[S:26]2)[cH:29][cH:30][c:31]1[N:32]1[CH2:33][CH2:34][C:35](=[O:38])[CH2:36][CH2:37]1.[NH2:1][CH2:2][CH:3]([CH2:4][O:5][c:6]1[cH:7][cH:8][cH:9][c:10]2[nH:11][c:12](=[O:15])[nH:13][c:14]12)[OH:16]>>[NH:1]([CH2:2][CH:3]([CH2:4][O:5][c:6]1[cH:7][cH:8][cH:9][c:10]2[nH:11][c:12](=[O:15])[nH:13][c:14]12)[OH:16])[CH:35]1[CH2:34][CH2:33][N:32]([c:31]2[c:18]([F:17])[cH:19][c:20]([CH:21]=[C:22]3[C:23](=[O:28])[NH:24][C:25](=[O:27])[S:26]3)[cH:29][cH:30]2)[CH2:37][CH2:36]1. Starting materials: Cl.FC=1C(=CC2=C(C(=NO2)C2CCN(CC2)CC[C@@H]2CC[C@H](CC2)N)C1)F (Trans-4-{2-[4-(5,6-Difluoro-benzo[d]isoxazol-3-yl)-piperidin-1-yl]-ethyl}-cyclohexylamine hydrochloride), O1CCC(CC1)C(=O)O (tetrahydro-pyran-4-carboxylic acid). Product: FC=1C(=CC2=C(C(=NO2)C2CCN(CC2)CC[C@@H]2CC[C@H](CC2)NC(=O)C2CCOCC2)C1)F (Tetrahydro-pyran-4-carboxylic acid trans-(4-{2-[4-(5,6-difluoro-benzo[d]isoxazol-3-yl)-piperidin-1-yl]-ethyl}-cyclohexyl)-amide). RXN SMILES: Cl.[F:2][C:3]1[C:4]([F:27])=[CH:5][C:6]2[O:10][N:9]=[C:8]([CH:11]3[CH2:16][CH2:15][N:14]([CH2:17][CH2:18][C@H:19]4[CH2:24][CH2:23][C@H:22]([NH2:25])[CH2:21][CH2:20]4)[CH2:13][CH2:12]3)[C:7]=2[CH:26]=1.[O:28]1[CH2:33][CH2:32][CH:31]([C:34](O)=[O:35])[CH2:30][CH2:29]1>>[F:2][C:3]1[C:4]([F:27])=[CH:5][C:6]2[O:10][N:9]=[C:8]([CH:11]3[CH2:16][CH2:15][N:14]([CH2:17][CH2:18][C@H:19]4[CH2:24][CH2:23][C@H:22]([NH:25][C:34]([CH:31]5[CH2:32][CH2:33][O:28][CH2:29][CH2:30]5)=[O:35])[CH2:21][CH2:20]4)[CH2:13][CH2:12]3)[C:7]=2[CH:26]=1 |f:0.1|. Procedure: The title compound, MS: m/e=476.3 (M+H+), was prepared in accordance with the general method of example 32 from trans-4-{2-[4-(5,6-difluoro-benzo[d]isoxazol-3-yl)-piperidin-1-yl]-ethyl}-cyclohexylamine hydrochloride (example 62, step 1) and tetrahydro-pyran-4-carboxylic acid.